This data is from the Open Reaction Database (ORD), a public repository of structured organic reaction records. The task is: describe an organic reaction: reactants, conditions, products, and yield Reactants: C(#N)C1=CC=C2CC(C3C(C2=C1)O3)(C)C (7-cyano-1,2-epoxy-3,3-dimethyl-1,2,3,4-tetrahydronaphthalene), [OH-].[NH4+] (ammonium hydroxide), C(C)(=O)OCC (Ethyl acetate). The solvent is C(C)O (ethanol). Product: N[C@H]1[C@@H](C(CC2=CC=C(C=C12)C#N)(C)C)O (Trans-1-amino-3,3-dimethyl-7-cyano-1,2,3,4-tetrahydro-2-naphthol). RXN SMILES: [C:1]([C:3]1[CH:12]=[C:11]2[C:6]([CH2:7][C:8]([CH3:15])([CH3:14])[CH:9]3[O:13][CH:10]32)=[CH:5][CH:4]=1)#[N:2].C(OCC)(=O)C.[OH-].[NH4+:23]>C(O)C>[NH2:23][C@@H:10]1[C:11]2[C:6](=[CH:5][CH:4]=[C:3]([C:1]#[N:2])[CH:12]=2)[CH2:7][C:8]([CH3:15])([CH3:14])[C@H:9]1[OH:13] |f:2.3|. Procedure: A solution of 7-cyano-1,2-epoxy-3,3-dimethyl-1,2,3,4-tetrahydronaphthalene (3.5 g) in ethanol (50 ml) and ammonium hydroxide solution (100 ml) was stirred at room temperature for 10 days. Ethyl acetate (50 ml) was added and the mixture extracted with dilute hydrochloric acid. The acidic extracts were made basic with sodium hydroxide solution, and extracted with ethyl acetate. The organic extracts were washed with water, then brine, and dried over sodium sulphate.